This data is from the Open Reaction Database (ORD), a public repository of structured organic reaction records. The task is: describe an organic reaction: reactants, conditions, products, and yield Starting materials: S1C(=CC=C1)C=O (2-thiophene carboxaldehyde), [BH-](OC(=O)C)(OC(=O)C)OC(=O)C.[Na+] (NaB(OAc)3H), FC(C(=O)O)(F)F (Trifluoroacetic acid), C(=O)(OC(C)(C)C)N1CC(CCC1)CN(C(CC)=O)C1=CC=CC=C1 (N-(1-Boc-Piperidin-3-ylmethyl)-N-phenyl-propionamide), ice water. Solvent: C(Cl)Cl (CH2Cl2). Reaction conditions: time 30 minute. Yields the product S1C(=CC=C1)CN1CC(CCC1)CN(C(CC)=O)C1=CC=CC=C1 (N-[1-(Thiophen-2-ylmethyl)-piperidin-3-ylmethyl]-N-phenyl-propionamide). Isolated yield 82.0%. As a reaction SMILES: FC(F)(F)C(O)=O.[C:8]([N:15]1[CH2:20][CH2:19][CH2:18][CH:17]([CH2:21][N:22]([C:27]2[CH:32]=[CH:31][CH:30]=[CH:29][CH:28]=2)[C:23](=[O:26])[CH2:24][CH3:25])[CH2:16]1)(OC(C)(C)C)=O.[S:33]1[CH:37]=[CH:36][CH:35]=[C:34]1C=O.[BH-](OC(C)=O)(OC(C)=O)OC(C)=O.[Na+]>C(Cl)Cl>[S:33]1[CH:37]=[CH:36][CH:35]=[C:34]1[CH2:8][N:15]1[CH2:20][CH2:19][CH2:18][CH:17]([CH2:21][N:22]([C:27]2[CH:28]=[CH:29][CH:30]=[CH:31][CH:32]=2)[C:23](=[O:26])[CH2:24][CH3:25])[CH2:16]1 |f:3.4|. Reported procedure: Trifluoroacetic acid (0.5 mL) was added dropwise to a solution of N-(1-Boc-piperidin-3-ylmethyl)-N-phenyl-propionamide 5 (31 mg, 0.090 mmol) in 0.5 mL of dry CH2Cl2 at 0° C. (ice-water). The reaction mixture was stirred at room temperature for 30 minutes. TLC showed the reaction was complete. After removal of the solvents, the residue was dried under vacuum for 3 hrs. The crude compound was dissolved in DMF (0.5 mL) and 2-thiophene carboxaldehyde (12.5 μL, 1.5 eq.) was added. The mixture was sti...